This data is from the Open Reaction Database (ORD), a public repository of structured organic reaction records. The task is: describe an organic reaction: reactants, conditions, products, and yield Starting materials: O=C1c2ccccc2C(=O)N1CCCBr, CN(C)C=O, [H-], [Na+], O, O=C(c1cccc(O)c1)N1CCCCC1. Product: O=C(c1cccc(OCCCN2C(=O)c3ccccc3C2=O)c1)N1CCCCC1. RXN SMILES: [Br:23][CH2:24][CH2:25][CH2:26][N:27]1[C:28](=[O:37])[c:29]2[c:30]([cH:33][cH:34][cH:35][cH:36]2)[C:31]1=[O:32].[CH3:3][N:4]([CH3:5])[CH:6]=[O:7].[H-:1].[Na+:2].[OH2:38].[OH:8][c:9]1[cH:10][c:11]([C:12](=[O:13])[N:14]2[CH2:15][CH2:16][CH2:17][CH2:18][CH2:19]2)[cH:20][cH:21][cH:22]1>>[O:8]([c:9]1[cH:10][c:11]([C:12](=[O:13])[N:14]2[CH2:15][CH2:16][CH2:17][CH2:18][CH2:19]2)[cH:20][cH:21][cH:22]1)[CH2:24][CH2:25][CH2:26][N:27]1[C:28](=[O:37])[c:29]2[c:30]([cH:33][cH:34][cH:35][cH:36]2)[C:31]1=[O:32]. Starting materials: BrCc1ccccc1, CN1C(=O)c2cscc2Nc2ccccc21, CN(C)C=O. Product: CN1C(=O)c2cscc2N(Cc2ccccc2)c2ccccc21. RXN SMILES: [Br:17][CH2:18][c:19]1[cH:20][cH:21][cH:22][cH:23][cH:24]1.[CH3:1][N:2]1[C:3](=[O:16])[c:4]2[c:5]([cH:13][s:14][cH:15]2)[NH:6][c:7]2[c:8]1[cH:9][cH:10][cH:11][cH:12]2.[CH3:25][N:26]([CH3:27])[CH:28]=[O:29]>>[CH3:1][N:2]1[C:3](=[O:16])[c:4]2[c:5]([cH:13][s:14][cH:15]2)[N:6]([CH2:18][c:19]2[cH:20][cH:21][cH:22][cH:23][cH:24]2)[c:7]2[c:8]1[cH:9][cH:10][cH:11][cH:12]2. Reactants: CO, N, C1CCOC1, O=C1COC(=O)N1CCCCOc1cccc2ccccc12. The product is NC(=O)COC(=O)NCCCCOc1cccc2ccccc12. As a reaction SMILES: [CH3:29][OH:30].[NH3:23].[O:24]1[CH2:25][CH2:26][CH2:27][CH2:28]1.[c:1]1([O:11][CH2:12][CH2:13][CH2:14][CH2:15][N:16]2[C:17](=[O:22])[O:18][CH2:19][C:20]2=[O:21])[cH:2][cH:3][cH:4][c:5]2[cH:6][cH:7][cH:8][cH:9][c:10]12>>[c:1]1([O:11][CH2:12][CH2:13][CH2:14][CH2:15][NH:16][C:17]([O:18][CH2:19][C:20](=[O:21])[NH2:23])=[O:22])[cH:2][cH:3][cH:4][c:5]2[cH:6][cH:7][cH:8][cH:9][c:10]12. Reactants: C(C)(C)(C)O[C@H](C(=O)OC)C1=C2N3CCC(OCCCC[C@@H](OC=4C=CC(=CC4C4=CC=CC(C5=CN2C(C(=C1C)C=O)=N5)=C4)F)C)(CC3)C (methyl(2S)-2-(tert-butoxy)-2-[(22S)-17-fluoro-5-formyl-4,22,28-trimethyl-21,27-dioxa-1,7,34-triazahexacyclo[26.2.2.16,9.110,14.02,7.015,20]tetratriaconta-2,4,6(34),8,10(33),11,13,15(20),16,18-decaen-3-yl]acetate), C(C)(C)(C)O[C@H](C(=O)OC)C1=C2N3CCC(OCCCC[C@@H](OC=4C=CC(=C(C4C4=CC=CC(C5=CN2C(C(=C1C)C(C)O)=N5)=C4)F)F)C)(CC3)C (methyl(2S)-2-(tert-butoxy)-2-[(22S)-16,17-difluoro-5-(1-hydroxyethyl)-4,22,28-trimethyl-21,27-dioxa-1,7,34-triazahexacyclo[26.2.2.16,9.110,14.02,7.015,20]tetratriaconta-2,4,6(34),8,10(33),11,13,15(20),16,18-decaen-3-yl]acetate). The product is C(C)(C)(C)O[C@H](C(=O)OC)C1=C2N3CCC(OCCCC[C@@H](OC=4C=CC(=CC4C4=CC=CC(C5=CN2C(C(=C1C)C(C)O)=N5)=C4)F)C)(CC3)C (Methyl(2S)-2-(tert-butoxy)-2-[(22S)-17-fluoro-5-(1-hydroxyethyl)-4,22,28-trimethyl-21,27-dioxa-1,7,34-triazahexacyclo[26.2.2.16,9.110,14.02,7.015,20]tetratriaconta-2,4,6(34),8,10(33),11,13,15(20),16,18-decaen-3-yl]acetate). The yield is 46.9%. As a reaction SMILES: C(O[C@@H](C1C(C)=C(C=O)C2=NC3=CN2C=1N1CCC(C)(OCCCC[C@H](C)OC2C=CC(F)=CC=2C2C=C3C=CC=2)CC1)C(OC)=O)(C)(C)C.[C:51]([O:55][C@@H:56]([C:61]1[C:90]([CH3:91])=[C:89]([CH:92]([OH:94])[CH3:93])[C:88]2=[N:95][C:85]3=[CH:86][N:87]2[C:62]=1[N:63]1[CH2:101][CH2:100][C:66]([CH3:102])([O:67][CH2:68][CH2:69][CH2:70][CH2:71][C@H:72]([CH3:99])[O:73][C:74]2[CH:75]=[CH:76][C:77]([F:98])=[C:78](F)[C:79]=2[C:80]2[CH:96]=[C:84]3[CH:83]=[CH:82][CH:81]=2)[CH2:65][CH2:64]1)[C:57]([O:59][CH3:60])=[O:58])([CH3:54])([CH3:53])[CH3:52]>>[C:51]([O:55][C@@H:56]([C:61]1[C:90]([CH3:91])=[C:89]([CH:92]([OH:94])[CH3:93])[C:88]2=[N:95][C:85]3=[CH:86][N:87]2[C:62]=1[N:63]1[CH2:64][CH2:65][C:66]([CH3:102])([O:67][CH2:68][CH2:69][CH2:70][CH2:71][C@H:72]([CH3:99])[O:73][C:74]2[CH:75]=[CH:76][C:77]([F:98])=[CH:78][C:79]=2[C:80]2[CH:96]=[C:84]3[CH:83]=[CH:82][CH:81]=2)[CH2:100][CH2:101]1)[C:57]([O:59][CH3:60])=[O:58])([CH3:52])([CH3:53])[CH3:54]. Procedure: Prepared in 46.9% yield from methyl(2S)-2-(tert-butoxy)-2-[(22S)-17-fluoro-5-formyl-4,22,28-trimethyl-21,27-dioxa-1,7,34-triazahexacyclo[26.2.2.16,9.110,14.02,7.015,20]tetratriaconta-2,4,6(34),8,10(33),11,13,15(20),16,18-decaen-3-yl]acetate following the procedure for methyl(2S)-2-(tert-butoxy)-2-[(22S)-16,17-difluoro-5-(1-hydroxyethyl)-4,22,28-trimethyl-21,27-dioxa-1,7,34-triazahexacyclo[26.2.2.16,9.110,14.02,7.015,20]tetratriaconta-2,4,6(34),8,10(33),11,13,15(20),16,18-decaen-3-yl]acetate. LCM... The reactants are Cl.C(C)OC(CCN)=O (β-alanine ethyl ester hydrochloride), O.ON1N=NC2=C1C=CC=C2 (1-hydroxybenzotriazole monohydrate), CC1=C(OC2=C1C=CC=C2)C(COC2=CC=CC=C2)NC2=CC=C(C(=O)O)C=C2 (4-{[1-(3-methyl-1-benzofuran-2-yl)-2-phenoxyethyl]amino}benzoic acid), Cl.C(C)N=C=NCCCN(C)C (1-ethyl-3-(3-dimethylaminopropyl)carbodiimide hydrochloride), Cl (Hydrochloric acid). The solvent is CN(C=O)C (N,N-dimethylformamide), C(C)N(CC)CC (triethylamine). Run at time 8 hour. The product is CC1=C(OC2=C1C=CC=C2)C(COC2=CC=CC=C2)NC2=CC=C(C=C2)C(=O)NCCC(=O)OCC (ethyl 3-{[(4-{[1-(3-methyl-1-benzofuran-2-yl)-2-phenoxyethyl]amino}phenyl)carbonyl]amino}propanoate). Isolated yield 50.2%. Reaction SMILES: [CH3:1][C:2]1[C:6]2[CH:7]=[CH:8][CH:9]=[CH:10][C:5]=2[O:4][C:3]=1[CH:11]([NH:20][C:21]1[CH:29]=[CH:28][C:24]([C:25](O)=[O:26])=[CH:23][CH:22]=1)[CH2:12][O:13][C:14]1[CH:19]=[CH:18][CH:17]=[CH:16][CH:15]=1.Cl.[CH2:31]([O:33][C:34](=[O:38])[CH2:35][CH2:36][NH2:37])[CH3:32].O.ON1C2C=CC=CC=2N=N1.Cl.C(N=C=NCCCN(C)C)C.Cl>CN(C)C=O.C(N(CC)CC)C>[CH3:1][C:2]1[C:6]2[CH:7]=[CH:8][CH:9]=[CH:10][C:5]=2[O:4][C:3]=1[CH:11]([NH:20][C:21]1[CH:22]=[CH:23][C:24]([C:25]([NH:37][CH2:36][CH2:35][C:34]([O:33][CH2:31][CH3:32])=[O:38])=[O:26])=[CH:28][CH:29]=1)[CH2:12][O:13][C:14]1[CH:19]=[CH:18][CH:17]=[CH:16][CH:15]=1 |f:1.2,3.4,5.6|. Procedure: To a mixture of 4-{[1-(3-methyl-1-benzofuran-2-yl)-2-phenoxyethyl]amino}benzoic acid (100 mg) synthesized above, β-alanine ethyl ester hydrochloride (59.4 mg), 1-hydroxybenzotriazole monohydrate (59.3 mg), triethylamine (72 μL) and N,N-dimethylformamide (10 mL) was added 1-ethyl-3-(3-dimethylaminopropyl)carbodiimide hydrochloride (74.2 mg), and the mixture was stirred overnight at room temperature. 1N Hydrochloric acid was added to quench the reaction, and the mixture was extracted with ethyl ac... The product is FC(F)(F)c1cccnc1C1CC1. Reaction SMILES: [Br:1][c:2]1[n:3][cH:4][cH:5][cH:6][c:7]1[C:8]([F:9])([F:10])[F:11].[C:53]([O-:54])(=[O:55])[CH3:56].[C:58]([O-:59])(=[O:60])[CH3:61].[C:62]([O:63][CH3:64])([CH3:65])([CH3:66])[CH3:67].[CH3:45][c:46]1[cH:47][cH:48][cH:49][cH:50][cH:51]1.[CH:12]1([B:15]([OH:16])[OH:17])[CH2:13][CH2:14]1.[CH:26]1([P:27]([CH:28]2[CH2:29][CH2:30][CH2:31][CH2:32][CH2:33]2)[CH:34]2[CH2:35][CH2:36][CH2:37][CH2:38][CH2:39]2)[CH2:40][CH2:41][CH2:42][CH2:43][CH2:44]1.[K+:23].[K+:24].[K+:25].[OH2:52].[P:18]([O-:19])([O-:20])([O-:21])=[O:22].[Pd+2:57]>>[c:2]1([CH:12]2[CH2:13][CH2:14]2)[n:3][cH:4][cH:5][cH:6][c:7]1[C:8]([F:9])([F:10])[F:11]. The reactants are FC(F)(F)c1cccnc1Br, CC(=O)[O-], CC(=O)[O-], COC(C)(C)C, Cc1ccccc1, OB(O)C1CC1, C1CCC(P(C2CCCCC2)C2CCCCC2)CC1, [K+], [K+], [K+], O, O=P([O-])([O-])[O-], [Pd+2]. The reactants are CCCCCC (hexane), C(C)(=O)OCC (ethyl acetate), CCCCCC (hexane), C(C)(=O)OCC (ethyl acetate), FC=1C=C(C=CC1)N1C(CC2=CC=CC=C12)=O (1-(3-fluorophenyl)-2(1H,3H)-indolone). The solvent is CCOCC.CCCCC (ether pentane). Yields the product FC=1C=C(C=CC1)N1C(C(C2=CC=CC=C12)=CN(C)C)=O (1-(3-Fluorophenyl)-3-(dimethylaminomethylene)-2(1H,3H)-indolone). Reaction SMILES: CCCCCC.C(OCC)(=O)C.[F:13][C:14]1[CH:15]=[C:16]([N:20]2[C:28]3[C:23](=[CH:24][CH:25]=[CH:26][CH:27]=3)[CH2:22][C:21]2=[O:29])[CH:17]=[CH:18][CH:19]=1>CCOCC.CCCCC>[F:13][C:14]1[CH:15]=[C:16]([N:20]2[C:28]3[C:23](=[CH:24][CH:25]=[CH:26][CH:27]=3)[C:22](=[CH:16][N:20]([CH3:28])[CH3:21])[C:21]2=[O:29])[CH:17]=[CH:18][CH:19]=1 |f:3.4|. Reported procedure: By the procedure of Example A1, but using 13:7 hexane:ethyl acetate and then 3:7 hexane:ethyl acetate as eluant and ether/pentane for crystallization, 1-(3-fluorophenyl)-2(1H,3H)-indolone (0.80 g, 3.5 mmoles) was converted to title product, 0.53 g, m.p. 87°-88.5°. Starting materials: ClC=1C=C(C=C(C1)Cl)NC=NC1=CC(=CC(=C1)Cl)Cl (N,N'-Bis[3,5-dichlorophenyl]formamidine). Run in CCOCC (ether). The product is Cl.ClC=1C=C(C=C(C1)Cl)NC=NC1=CC(=CC(=C1)Cl)Cl (N,N'-Bis[3,5-dichlorophenyl]formamidine hydrochloride). Reaction SMILES: [Cl:1][C:2]1[CH:3]=[C:4]([NH:9][CH:10]=[N:11][C:12]2[CH:17]=[C:16]([Cl:18])[CH:15]=[C:14]([Cl:19])[CH:13]=2)[CH:5]=[C:6]([Cl:8])[CH:7]=1>CCOCC>[ClH:1].[Cl:1][C:2]1[CH:3]=[C:4]([NH:9][CH:10]=[N:11][C:12]2[CH:17]=[C:16]([Cl:18])[CH:15]=[C:14]([Cl:19])[CH:13]=2)[CH:5]=[C:6]([Cl:8])[CH:7]=1 |f:2.3|. Procedure: N,N'-Bis[3,5-dichlorophenyl]formamidine (2 g.) is dissolved in ether (50 ml) and anhydrous hydrochloric acid is bubbled through the reaction mixture to give 1.9 g. of product, which precipitated from the reaction mixture, m.p. 265°-8° C. Starting materials: CC(C)(C)OC(=O)NC(c1cccnc1)c1nc2cc(Cl)ccc2[nH]1, ClCCl, O=C(O)C(F)(F)F. Product: NC(c1cccnc1)c1nc2cc(Cl)ccc2[nH]1. As a reaction SMILES: [C:1]([O:2][C:3]([CH3:4])([CH3:5])[CH3:6])(=[O:7])[NH:8][CH:9]([c:10]1[cH:11][n:12][cH:13][cH:14][cH:15]1)[c:16]1[n:17][c:18]2[c:19]([nH:20]1)[cH:21][cH:22][c:23]([Cl:25])[cH:24]2.[Cl:33][CH2:34][Cl:35].[OH:26][C:27]([C:28]([F:29])([F:30])[F:31])=[O:32]>>[NH2:8][CH:9]([c:10]1[cH:11][n:12][cH:13][cH:14][cH:15]1)[c:16]1[n:17][c:18]2[c:19]([nH:20]1)[cH:21][cH:22][c:23]([Cl:25])[cH:24]2. The reactants are F[B-](F)(F)F.[H+] (tetrafluoroboric acid), CC1=C(C(=CC=C1)C1=CC=CC=C1)N (3-methyl-[1,1'-biphenyl]-2-amine), N(=O)OCCC(C)C (isoamyl nitrite). Run in O (water), O1CCCC1 (tetrahydrofuran). Conditions: time 15 minute. The product is FC1=C(C=CC=C1C)C1=CC=CC=C1 (2-fluoro-3-methyl-[1,1'biphenyl]). Reaction SMILES: [CH3:1][C:2]1[CH:7]=[CH:6][CH:5]=[C:4]([C:8]2[CH:13]=[CH:12][CH:11]=[CH:10][CH:9]=2)[C:3]=1N.[F:15][B-](F)(F)F.[H+].N(OCCC(C)C)=O>O1CCCC1.O>[F:15][C:3]1[C:2]([CH3:1])=[CH:7][CH:6]=[CH:5][C:4]=1[C:8]1[CH:13]=[CH:12][CH:11]=[CH:10][CH:9]=1 |f:1.2|. Reported procedure: A stirred solution of 3-methyl-[1,1'-biphenyl]-2-amine (7.5 g, 0.041 mole, as prepared in method K) in 20 ml of tetrahydrofuran was cooled to 5°. A solution of 40 ml tetrafluoroboric acid (48-50% solution) in 20 ml of water was added to the cooled reaction mixture, followed by dropwise addition of isoamyl nitrite (6.2 g, 0.053 mole). After complete addition, the reaction mixture was stirred for 15 minutes and filtered. The filter cake was rinsed successively with 50 ml each of 5% aqueous tetrafl...